Task: describe an organic reaction: reactants, conditions, products, and yield. Dataset: the Open Reaction Database (ORD), a public repository of structured organic reaction records Starting materials: C(C)(C)(C)OC(=O)N[C@H](C(=O)NCCC#N)CC1=CC=C(C=C1)C1=CC=CC=C1 ((S)-2-t-butoxycarbonylamino-3-biphenyl-4-yl-N-(2-cyanoethyl)-propionamide), C1(=CC=CC=C1)P(C1=CC=CC=C1)C1=CC=CC=C1 (triphenyl phosphine), C[Si](C)(C)N=[N+]=[N-] (trimethylsilyl azide), azoester, N(=NC(=O)OC(C)C)C(=O)OC(C)C (Diisopropyl azodicarboxylate), [SiH3]N=[N+]=[N-] (silyl azide). The solvent is C(C)(=O)OCC.CCCCCC (ethyl acetate hexane), C(C)#N (acetonitrile). Run at time 1 hour. Product: C(C)(C)(C)OC(=O)N[C@@H](CC1=CC=C(C=C1)C1=CC=CC=C1)C1=NN=NN1CCC#N ((S)-3-[5-(1-t-butoxycarbonylamino-2-biphenyl-4-yl-ethyl)-tetrazol-1-yl]-propionitrile). Reaction SMILES: [C:1]([O:5][C:6]([NH:8][C@@H:9]([CH2:17][C:18]1[CH:23]=[CH:22][C:21]([C:24]2[CH:29]=[CH:28][CH:27]=[CH:26][CH:25]=2)=[CH:20][CH:19]=1)[C:10]([NH:12][CH2:13][CH2:14][C:15]#[N:16])=O)=[O:7])([CH3:4])([CH3:3])[CH3:2].C1(P(C2C=CC=CC=2)C2C=CC=CC=2)C=CC=CC=1.N(C(OC(C)C)=O)=NC(OC(C)C)=O.C[Si]([N:67]=[N+:68]=[N-:69])(C)C.[SiH3]N=[N+]=[N-]>C(#N)C.C(OCC)(=O)C.CCCCCC>[C:1]([O:5][C:6]([NH:8][C@H:9]([C:10]1[N:12]([CH2:13][CH2:14][C:15]#[N:16])[N:69]=[N:68][N:67]=1)[CH2:17][C:18]1[CH:23]=[CH:22][C:21]([C:24]2[CH:29]=[CH:28][CH:27]=[CH:26][CH:25]=2)=[CH:20][CH:19]=1)=[O:7])([CH3:4])([CH3:3])[CH3:2] |f:6.7|. Reported procedure: To a stirred solution of (S)-2-t-butoxycarbonylamino-3-biphenyl-4-yl-N-(2-cyanoethyl)-propionamide (20 g, 51.2 mmol) in acetonitrile (220 mL) under nitrogen is added triphenyl phosphine (33.6 g, 128 mmol). The suspension is cooled to 0°. Diisopropyl azodicarboxylate (24.8 mL, 125.6 mmol) is placed in an addition funnel. In a separate addition funnel is placed trimethylsilyl azide (16.8 mL, 127.2 mmol). The two reagents are introduced dropwise, allowing the azoester to be added about 1 minute fas... Reactants: O (water), IC1=NNC2=NC=CC=C12 (3-iodo-7-azaindazole), C(=O)([O-])[O-].[K+].[K+] (K2CO3), ClCC(=O)OC(C)(C)C (t-butyl chloroacetate). Solvent: CN(C)C=O (DMF). Reaction conditions: temperature 85 celsius, time 1 hour. Yields the product C(C)(C)(C)OC(CN1N=C(C=2C1=NC=CC2)I)=O ((3-iodo-pyrazolo[3,4-b]pyridin-1-yl)-acetic acid tert-butyl ester). As a reaction SMILES: [I:1][C:2]1[C:10]2[C:5](=[N:6][CH:7]=[CH:8][CH:9]=2)[NH:4][N:3]=1.C([O-])([O-])=O.[K+].[K+].Cl[CH2:18][C:19]([O:21][C:22]([CH3:25])([CH3:24])[CH3:23])=[O:20].O>CN(C=O)C>[C:22]([O:21][C:19](=[O:20])[CH2:18][N:4]1[C:5]2=[N:6][CH:7]=[CH:8][CH:9]=[C:10]2[C:2]([I:1])=[N:3]1)([CH3:25])([CH3:24])[CH3:23] |f:1.2.3|. Procedure: A mixture of 3-iodo-7-azaindazole (25.50 g) and K2CO3 (41.4 g) in DMF (200 mL) was heated to 85° C. and t-butyl chloroacetate (14.3 mL) was slowly added. The mixture was stirred at this temperature for 1 hour (h), cooled to room temperature followed by the addition of water (300 mL). Filtration of the reaction mixture provided (3-iodo-pyrazolo[3,4-b]pyridin-1-yl)-acetic acid tert-butyl ester.